Dataset: the Open Reaction Database (ORD), a public repository of structured organic reaction records. Task: describe an organic reaction: reactants, conditions, products, and yield Starting materials: FC1(CC(CC1)C1=NSC(O1)=O)F (5-(3,3-difluorocyclopentyl)-2H-1,3,4-oxathiazol-2-one), ClC1=CC(=CC=C1)Cl (1,3-dichlorobenzene), FC(C#CC(=O)OCC)(F)F (ethyl 4,4,4-trifluorobut-2-ynoate). Conditions: temperature 160 celsius, time 8 hour. Yields the product FC1(CC(CC1)C1=NSC(=C1C(=O)OCC)C(F)(F)F)F (Ethyl 3-(3,3-difluorocyclopentyl)-5-(trifluoromethyl)-1,2-thiazole-4-carboxylate). RXN SMILES: [F:1][C:2]1([F:13])[CH2:6][CH2:5][CH:4]([C:7]2OC(=O)[S:9][N:8]=2)[CH2:3]1.ClC1C=CC=C(Cl)C=1.[F:22][C:23]([F:32])([F:31])[C:24]#[C:25][C:26]([O:28][CH2:29][CH3:30])=[O:27]>>[F:1][C:2]1([F:13])[CH2:6][CH2:5][CH:4]([C:7]2[C:25]([C:26]([O:28][CH2:29][CH3:30])=[O:27])=[C:24]([C:23]([F:31])([F:32])[F:22])[S:9][N:8]=2)[CH2:3]1. Procedure: Into a 10-mL sealed tube, was placed 5-(3,3-difluorocyclopentyl)-2H-1,3,4-oxathiazol-2-one (300 mg, 1.45 mmol, 1.00 equiv), 1,3-dichlorobenzene (2 mL), ethyl 4,4,4-trifluorobut-2-ynoate (481 mg, 2.90 mmol, 2.00 equiv). The resulting solution was stirred overnight at 160° C. The resulting mixture was concentrated under vacuum. The residue was applied onto a silica gel column with ethyl acetate/petroleum ether (1/30). This resulted in 200 mg of ethyl 3-(3,3-difluorocyclopentyl)-5-(trifluoromethyl)...